This data is from the Open Reaction Database (ORD), a public repository of structured organic reaction records. The task is: describe an organic reaction: reactants, conditions, products, and yield Reaction SMILES: [C:1]([O:4]CC[CH2:7][CH2:8][O:9][C:10](=O)[CH3:11])(=[O:3])[CH3:2].C(OC(OC(=O)C)CCC)(=O)C>>[O:9]1[CH2:8][CH2:7][CH2:11][CH2:10]1.[C:1]([OH:4])(=[O:3])[CH3:2]. The product is O1CCCC1 (tetrahydrofuran), C(C)(=O)O (acetic acid). Procedure details: The tube reactor, charged with 110 grams of alumina catalyst (1/8 inch pellets, Harshaw Al-0104T), is maintained at 250° C while 25.0 grams of 1,4-butanediol diacetate and 50 ml. of water are admitted to the evaporator simultaneously from different addition funnels over a 20 minute period. The aqueous effluent collected contains tetrahydrofuran, acetic acid, and about 10% of the original diacetate. The mixture is again taken through the tube. The effluent from this second pass contains, as found... The yield is 93.0%. Starting materials: C(C)(=O)OCCCCOC(C)=O (1,4-butanediol diacetate), C(C)(=O)OC(CCC)OC(C)=O (butanediol diacetate). The reactants are O=[N+]([O-])c1ccc(F)cc1, CC(=O)NC1CCNC1. The product is CC(=O)NC1CCN(c2ccc([N+](=O)[O-])cc2)C1. Reaction SMILES: [F:10][c:11]1[cH:12][cH:13][c:14]([N+:17](=[O:18])[O-:19])[cH:15][cH:16]1.[NH:1]1[CH2:2][CH:3]([NH:6][C:7]([CH3:8])=[O:9])[CH2:4][CH2:5]1>>[N:1]1([c:11]2[cH:12][cH:13][c:14]([N+:17](=[O:18])[O-:19])[cH:15][cH:16]2)[CH2:2][CH:3]([NH:6][C:7]([CH3:8])=[O:9])[CH2:4][CH2:5]1. Run in C1CCOC1.C(C)(C)O.O (THF i-propanol water). Reactants: C(C)(=O)OCC=1C(=NC=CC1C1=CN(C(C(=C1)NC1=NSC(=C1)C)=O)C)N1C(C2=C(C=C(C=C2C=N1)C(C)(C)C)F)=O ((2-(6-tert-Butyl-8-fluoro-1-oxophthalazin-2(1H)-yl)-4-(1-methyl-5-(5-methylisothiazol-3-ylamino)-6-oxo-1,6-dihydropyridin-3-yl)pyridin-3-yl)methyl Acetate), [OH-].[Li+] (lithium hydroxide). The product is C(C)(C)(C)C=1C=C2C=NN(C(C2=C(C1)F)=O)C1=NC=CC(=C1CO)C1=CN(C(C(=C1)NC1=NSC(=C1)C)=O)C (6-tert-butyl-8-fluoro-2-[3-(hydroxymethyl)-4-[1-methyl-5-[(5-methylisothiazol-3-yl)amino]-6-oxo-3-pyridyl]-2-pyridyl]phthalazin-1-one). Yield: 49.4%. As a reaction SMILES: C([O:4][CH2:5][C:6]1[C:7]([N:27]2[N:36]=[CH:35][C:34]3[C:29](=[C:30]([F:41])[CH:31]=[C:32]([C:37]([CH3:40])([CH3:39])[CH3:38])[CH:33]=3)[C:28]2=[O:42])=[N:8][CH:9]=[CH:10][C:11]=1[C:12]1[CH:17]=[C:16]([NH:18][C:19]2[CH:23]=[C:22]([CH3:24])[S:21][N:20]=2)[C:15](=[O:25])[N:14]([CH3:26])[CH:13]=1)(=O)C.[OH-].[Li+]>C1COCC1.C(O)(C)C.O>[C:37]([C:32]1[CH:33]=[C:34]2[C:29](=[C:30]([F:41])[CH:31]=1)[C:28](=[O:42])[N:27]([C:7]1[C:6]([CH2:5][OH:4])=[C:11]([C:12]3[CH:17]=[C:16]([NH:18][C:19]4[CH:23]=[C:22]([CH3:24])[S:21][N:20]=4)[C:15](=[O:25])[N:14]([CH3:26])[CH:13]=3)[CH:10]=[CH:9][N:8]=1)[N:36]=[CH:35]2)([CH3:40])([CH3:38])[CH3:39] |f:1.2,3.4.5|. Reaction conditions: time 0.5 hour. Procedure details: To a solution of 157a (60 mg, 0.10 mmol) in THF/i-propanol/water (4 mL/4 mL/1 mL) was added lithium hydroxide (24 mg, 1.0 mmol). The reaction mixture was stirred at room temperature for 0.5 h and concentrated under reduced pressure. The residue was diluted with water (10 mL) and extracted with ethyl acetate (3×15 mL). The combined organic layer was dried with Na2SO4 and concentrated to afford a yellow solid, which was purified by reverse-phase prep-HPLC to afford 157 as a yellow solid (27 mg, 50... Starting materials: C1CNC(=O)N1 (ethyleneurea), C(C)S(=O)(=O)Cl (ethane sulphonyl chloride). Product: C(C)S(=O)(=O)N1C(NCC1)=O (1-ethylsulphonyl-2-oxo-tetrahydroimidazole). Reaction SMILES: [CH2:1]1[NH:6][C:4](=[O:5])[NH:3][CH2:2]1.[CH2:7]([S:9](Cl)(=[O:11])=[O:10])[CH3:8]>>[CH2:7]([S:9]([N:3]1[CH2:2][CH2:1][NH:6][C:4]1=[O:5])(=[O:11])=[O:10])[CH3:8]. Reported procedure: A mixture of 29.2g of ethyleneurea and 43.7 g of ethane sulphonyl chloride is heated at 110° for 3 hrs under nitrogen. The reaction mixture is triturated with 30 ml methanol and filtered. The filtrate is evaporated off and the residue is dissolved in chloroform and chromatographed on a column of 750 g of silica gel. The fraction which eluted with 5% methanol in chloroform, is recrystallized from a mixture of methylene chloride and hexane to afford 1-ethylsulphonyl-2-oxo-tetrahydroimidazole which... The reactants are C(C)(=O)C=1C=C(OCCC(C(=O)[O-])NC(=O)OC(C)(C)C)C=CC1 (4-(m-acetylphenoxy)-2-tert-butoxycarbonylaminobutyrate), C([O-])(O)=O.[Na+] (sodium bicarbonate), C(C)(=O)OCC (ethyl acetate), [Se](=O)=O (selenium dioxide). Run in N1=CC=CC=C1 (pyridine). Reaction conditions: temperature 90 celsius, time 4.5 hour. The product is C(C)(C)(C)OC(=O)NC(CCOC=1C=C(C=CC1)C(C(=O)O)=O)C(=O)OC (m-(3-tert-butoxycarbonylamino-3-methoxycarbonylpropoxy)phenylglyoxylic acid). RXN SMILES: [C:1]([C:4]1[CH:5]=[C:6]([CH:22]=[CH:23][CH:24]=1)[O:7][CH2:8][CH2:9][CH:10]([NH:14][C:15]([O:17][C:18]([CH3:21])([CH3:20])[CH3:19])=[O:16])[C:11]([O-:13])=[O:12])(=[O:3])C.[Se](=O)=O.[C:28](=[O:31])([OH:30])[O-].[Na+].[C:33](OCC)(=O)C>N1C=CC=CC=1>[C:18]([O:17][C:15]([NH:14][CH:10]([C:11]([O:13][CH3:33])=[O:12])[CH2:9][CH2:8][O:7][C:6]1[CH:5]=[C:4]([C:1](=[O:3])[C:28]([OH:30])=[O:31])[CH:24]=[CH:23][CH:22]=1)=[O:16])([CH3:21])([CH3:20])[CH3:19] |f:2.3|. Procedure: Methyl DL-4-(m-acetylphenoxy)-2-tert-butoxycarbonylaminobutyrate (2.21 g.) was dissolved in pyridine (10 ml.), and to the solution was added selenium dioxide (1.11 g.), whereafter the solution was stirred at 90° C. for 4.5 hours. The reaction mixture was filtered and the filter cake was washed with ethyl acetate. These washings and the filtrate were combined and evaporated to dryness under reduced pressure to give a residue, which was poured into a mixture of an aqueous sodium bicarbonate and et... Starting materials: (R)-2-methylpropane 1-methanesulfonate, C[C@@H](CO)CBr ((S)-2-methyl-3-bromopropanol), C(C1=CC=CC=C1)Br (benzyl bromide). Product: C[C@@H](COCC1=CC=CC=C1)CBr ((S)-2-methyl-3-bromo-1-benzyloxypropane). RXN SMILES: [CH3:1][C@H:2]([CH2:5][Br:6])[CH2:3][OH:4].[CH2:7](Br)[C:8]1[CH:13]=[CH:12][CH:11]=[CH:10][CH:9]=1>>[CH3:1][C@H:2]([CH2:5][Br:6])[CH2:3][O:4][CH2:7][C:8]1[CH:13]=[CH:12][CH:11]=[CH:10][CH:9]=1. Reported procedure: The starting material, 3-(2-(2-(nonafluorobutoxy)tetrafluoroethoxy)-2,2-difluoroethoxy))-(R)-2-fluoropropyloxy)-(R)-2-methylpropane-1-methanesulfonate, was prepared as follows: (S)-2-methyl-3-bromopropanol was alkylated with benzyl bromide to produce (S)-2-methyl-3-bromo-1-benzyloxypropane, which was then combined with 3-(2-(2-(nonafluorobutoxy)tetrafluoroethoxy)-2,2-difluoroethoxy))-(R)-2-fluoropropanol, followed by hydrogenation with 10% Pd/C to remove the benzyl protecting group. The title co... Reactants: [OH-].[K+] (potassium hydroxide), [OH-].[K+] (Potassium hydroxide), COC=1C=C(C=CC1)C(C#N)(C)C (2-(3-methoxy-phenyl)-2-methyl-propionitrile), CO (Methanol). Run in O (water), O (water). Reaction conditions: temperature 130 celsius. Yields the product COC=1C=C(C=CC1)C(C(=O)O)(C)C (2-(3-methoxy-phenyl)-2-methyl-propionic acid). RXN SMILES: [OH-:1].[K+].[CH3:3][O:4][C:5]1[CH:6]=[C:7]([C:11]([CH3:15])([CH3:14])[C:12]#N)[CH:8]=[CH:9][CH:10]=1.C[OH:17]>O>[CH3:3][O:4][C:5]1[CH:6]=[C:7]([C:11]([CH3:15])([CH3:14])[C:12]([OH:17])=[O:1])[CH:8]=[CH:9][CH:10]=1 |f:0.1|. Procedure details: Into a round bottom flask, potassium hydroxide (35.4 g, 631 mmol) and water (225 mL, 12500 mmol) was added at 100° C. 2-(3-methoxy-phenyl)-2-methyl-propionitrile (44.20 g, 252.2 mmol) in Methanol (25.0 mL, 617 mmol) was added to the reaction mixture. The reaction was then heated to reflux at 130° C. over night. TLC suggested starting material. Potassium hydroxide (35.4 g, 631 mmoles) in water (50 mL) was added. The reaction was heated for 5 days. The reaction was partitioned with water (700 mL).... Starting materials: C1(CCCCC1)C=1C2=C(N3CCOC4=C(C13)C=CC(=C4)OC)C=C(C=C2)C(=O)NC(C(=O)O)(C)C (2-[(12-cyclohexyl-3-methoxy-6,7-dihydro-5-oxa-7a-azadibenzo[a,e]azulene-9-carbonyl)amino]-2-methylpropionic acid), S(=O)(Cl)Cl (thionyl chloride), C(O)([O-])=O.[Na+] (sodium hydrogen carbonate), NC1=CC=C(C(=O)OC)C=C1 (methyl 4-aminobenzoate), NC1=CC=C(C(=O)OC)C=C1 (methyl 4-aminobenzoate). Solvent: C(Cl)(Cl)Cl (chloroform), CN(C=O)C (N,N-dimethylformamide), C(Cl)(Cl)Cl (chloroform), C(Cl)(Cl)Cl (chloroform), N1=CC=CC=C1 (pyridine), N1=CC=CC=C1 (pyridine). Conditions: time 3 hour. Product: C1(CCCCC1)C=1C2=C(N3CCOC4=C(C13)C=CC(=C4)OC)C=C(C=C2)C(=O)NC(C(=O)NC2=CC=C(C(=O)OC)C=C2)(C)C (methyl 4-{2-[(12-cyclohexyl-3-methoxy-6,7-dihydro-5-oxa-7a-azadibenzo[a,e]azulene-9-carbonyl)amino]-2-methylpropionylamino}benzoate). The yield is 41.0%. Reaction SMILES: [CH:1]1([C:7]2[C:8]3[CH:26]=[CH:25][C:24]([C:27]([NH:29][C:30]([CH3:35])([CH3:34])[C:31](O)=[O:32])=[O:28])=[CH:23][C:9]=3[N:10]3[C:16]=2[C:15]2[CH:17]=[CH:18][C:19]([O:21][CH3:22])=[CH:20][C:14]=2[O:13][CH2:12][CH2:11]3)[CH2:6][CH2:5][CH2:4][CH2:3][CH2:2]1.S(Cl)(Cl)=O.[NH2:40][C:41]1[CH:50]=[CH:49][C:44]([C:45]([O:47][CH3:48])=[O:46])=[CH:43][CH:42]=1.C(=O)([O-])O.[Na+]>C(Cl)(Cl)Cl.N1C=CC=CC=1.CN(C)C=O>[CH:1]1([C:7]2[C:8]3[CH:26]=[CH:25][C:24]([C:27]([NH:29][C:30]([CH3:34])([CH3:35])[C:31]([NH:40][C:41]4[CH:42]=[CH:43][C:44]([C:45]([O:47][CH3:48])=[O:46])=[CH:49][CH:50]=4)=[O:32])=[O:28])=[CH:23][C:9]=3[N:10]3[C:16]=2[C:15]2[CH:17]=[CH:18][C:19]([O:21][CH3:22])=[CH:20][C:14]=2[O:13][CH2:12][CH2:11]3)[CH2:6][CH2:5][CH2:4][CH2:3][CH2:2]1 |f:3.4|. Reported procedure: To a solution of 2-[(12-cyclohexyl-3-methoxy-6,7-dihydro-5-oxa-7a-azadibenzo[a,e]azulene-9-carbonyl)amino]-2-methylpropionic acid (200 mg, 0.42 mmol) in chloroform (4.0 ml) was added a catalytic amount of N,N-dimethylformamide solution, thionyl chloride (0.07 ml, 1.26 mmol) was added dropwise under ice-cooling, and the mixture was stirred at room temperature for 3 hr. Then, and the solvent was evaporated under reduced pressure to give a yellow solid. The obtained solid was dissolved in chlorofor...